Dataset: the Open Reaction Database (ORD), a public repository of structured organic reaction records. Task: describe an organic reaction: reactants, conditions, products, and yield Starting materials: NC1=NC(=C(C(=N1)N)N=O)N (2,4,6-triamino-5-nitrosopyrimidine), C([O-])([O-])=O.[K+].[K+] (potassium carbonate), ClC=1C=C(C=CC1Cl)CC(C)=O ((3,4-dichlorophenyl)acetone). Solvent: CN(C=O)C (N,N-dimethylformamide). Conditions: time 18 hour. Yields the product NC1=NC2=NC(=C(N=C2C(=N1)N)C1=CC(=C(C=C1)Cl)Cl)C (2,4-diamino-6-(3,4-dichlorophenyl)-7-methylpteridine). Yield: 22.2%. RXN SMILES: [NH2:1][C:2]1[N:7]=[C:6]([NH2:8])[C:5]([N:9]=O)=[C:4]([NH2:11])[N:3]=1.C(=O)([O-])[O-].[K+].[K+].[Cl:18][C:19]1[CH:20]=[C:21]([CH2:26][C:27](=O)[CH3:28])[CH:22]=[CH:23][C:24]=1[Cl:25]>CN(C)C=O>[NH2:1][C:2]1[N:7]=[C:6]([NH2:8])[C:5]2[C:4](=[N:11][C:27]([CH3:28])=[C:26]([C:21]3[CH:22]=[CH:23][C:24]([Cl:25])=[C:19]([Cl:18])[CH:20]=3)[N:9]=2)[N:3]=1 |f:1.2.3|. Procedure details: A stirred solution of 1.0 gram (0.007 mole) of 2,4,6-triamino-5-nitrosopyrimidine and 2.7 grams (0.020 mole) of potassium carbonate in 30 mL of N,N-dimethylformamide was heated to 95°-100° C., and 2.0 grams (0.010 mole) of (3,4-dichlorophenyl)acetone was added in one portion. Upon completion of addition, the reaction mixture was allowed to cool to ambient temperature, where it was allowed to stir for about 18 hours. After this time the reaction mixture was concentrated under reduced pressure. Th...